This data is from the Open Reaction Database (ORD), a public repository of structured organic reaction records. The task is: describe an organic reaction: reactants, conditions, products, and yield Reactants: COC(=O)Cc1c(-c2ccccc2)c(C)c(C#N)c2nc(C3CC3)oc12, C=CCBr, C[Si](C)(C)[N-][Si](C)(C)C, [Cl-], [K+], [NH4+], C1CCOC1. Yields the product C=CCC(C(=O)OC)c1c(-c2ccccc2)c(C)c(C#N)c2nc(C3CC3)oc12. Reaction SMILES: [C:1](#[N:2])[c:3]1[c:4]([CH3:26])[c:5](-[c:20]2[cH:21][cH:22][cH:23][cH:24][cH:25]2)[c:6]([CH2:15][C:16](=[O:17])[O:18][CH3:19])[c:7]2[c:8]1[n:9][c:10]([CH:12]1[CH2:13][CH2:14]1)[o:11]2.[CH2:37]([CH:38]=[CH2:39])[Br:40].[CH3:27][Si:28]([CH3:29])([CH3:30])[N-:31][Si:32]([CH3:33])([CH3:34])[CH3:35].[Cl-:41].[K+:36].[NH4+:42].[O:43]1[CH2:44][CH2:45][CH2:46][CH2:47]1>>[C:1](#[N:2])[c:3]1[c:4]([CH3:26])[c:5](-[c:20]2[cH:21][cH:22][cH:23][cH:24][cH:25]2)[c:6]([CH:15]([C:16](=[O:17])[O:18][CH3:19])[CH2:39][CH:38]=[CH2:37])[c:7]2[c:8]1[n:9][c:10]([CH:12]1[CH2:13][CH2:14]1)[o:11]2. Starting materials: BrC1=NC=C(C2=C1C=CN2)Br (4,7-dibromo-1H-pyrrolo[3,2-c]pyridine), IC (iodomethane), C([O-])([O-])=O.[K+].[K+] (potassium carbonate). Run in CC(=O)C (acetone). Product: BrC1=NC=C(C2=C1C=CN2C)Br (4,7-Dibromo-1-methyl-1H-pyrrolo[3,2-c]pyridine). Isolated yield 69.8%. RXN SMILES: [Br:1][C:2]1[C:7]2[CH:8]=[CH:9][NH:10][C:6]=2[C:5]([Br:11])=[CH:4][N:3]=1.IC.[C:14](=O)([O-])[O-].[K+].[K+]>CC(C)=O>[Br:1][C:2]1[C:7]2[CH:8]=[CH:9][N:10]([CH3:14])[C:6]=2[C:5]([Br:11])=[CH:4][N:3]=1 |f:2.3.4|. Procedure: A mixture of 4,7-dibromo-1H-pyrrolo[3,2-c]pyridine (1.35 g), iodomethane (609 ul) and anhydrous potassium carbonate (1.35 g) in dry acetone (90 ml) was refluxed overnight. The mixture was evaporated and the residue added to ethyl acetate (60 ml) and water (60 ml). The organic layer was washed with water then brine, dried (MgSO4) and evaporated. Purification of the residue by chromatography on silica gel, eluting with dichloromethane, gave the title compound (0.99 g) The reactants are C(C)OCC (diethyl ether), ClC(=O)OCC (ethyl chloroformate), Cl.BrC=1C=CC(=C(CN)C1)F (5-bromo-2-fluorobenzylamine hydrochloride), C(C)(C)N(CC)C(C)C (diisopropylethylamine). Run in ClCCl (dichloromethane). Product: C(C)OC(NCC1=C(C=CC(=C1)Br)F)=O ((5-Bromo-2-fluorobenzyl)-carbamic acid ethyl ester). The yield is 91.8%. Reaction SMILES: Cl[C:2]([O:4][CH2:5][CH3:6])=[O:3].Cl.[Br:8][C:9]1[CH:10]=[CH:11][C:12]([F:17])=[C:13]([CH:16]=1)[CH2:14][NH2:15].C(N(C(C)C)CC)(C)C.C(OCC)C>ClCCl>[CH2:5]([O:4][C:2](=[O:3])[NH:15][CH2:14][C:13]1[CH:16]=[C:9]([Br:8])[CH:10]=[CH:11][C:12]=1[F:17])[CH3:6] |f:1.2|. Procedure details: Add ethyl chloroformate (0.24 mL, 2.49 mmol) to a solution of 5-bromo-2-fluorobenzylamine hydrochloride (500 mg, 2.08 mmol) in dichloromethane (8 mL) and diisopropylethylamine (0.90 mL, 5.20 mmol). After 3 h dilute the reaction with diethyl ether and wash twice with 1 N hydrochloric acid and once with an aqueous saturated solution of sodium chloride. Dry (sodium sulfate), filter, and concentrate to give the title compound as a colorless oil (0.527 g, 92%).